Dataset: the Open Reaction Database (ORD), a public repository of structured organic reaction records. Task: describe an organic reaction: reactants, conditions, products, and yield Reactants: N(C1=CC=CC=C1)C1C(=O)NC(C1)=O (anilinosuccinimide). The reagents and catalysts are O=[Mn]=O (MnO2). The solvent is C1(=CC=CC=C1)C (toluene). Product: N(C1=CC=CC=C1)C1=CC(=O)N(C1=O)C1=CC=CC=C1 (3-anilino-N-phenylmaleimide). Yield: 45.4%. RXN SMILES: [NH:1]([CH:8]1[CH2:13][C:12](=[O:14])[NH:11][C:9]1=[O:10])[C:2]1[CH:7]=[CH:6][CH:5]=[CH:4][CH:3]=1>C1(C)C=CC=CC=1.O=[Mn]=O>[NH:1]([C:8]1[C:9](=[O:10])[N:11]([C:2]2[CH:7]=[CH:6][CH:5]=[CH:4][CH:3]=2)[C:12](=[O:14])[CH:13]=1)[C:2]1[CH:3]=[CH:4][CH:5]=[CH:6][CH:7]=1. Reported procedure: A mixture of 1.98 g (7.5 mmol) of the anilinosuccinimide prepared in Example 1 above and 1.96 g (22.5 mmol) of MnO2 in 45 mL of toluene is refluxed for six hours. The mixture is filtered, while hot, and the resulting solid is heated in another 50 mL of boiling toluene and filtered again while hot. Cooling the combined toluene filtrates gives 450 mg of the title product as yellow-orange needles. Concentration of the toluene solution gives another 360 mg; m.p. 228°-233° C. (lit (7) m.p. 230°-230.5... Reactants: [Si](C)(C)(C(C)(C)C)OC[C@H](CC(C)(F)F)N ((2S)-1-((tert-butyl(dimethyl)silyl)oxy)-4,4-difluoropentan-2-amine), COC(C(F)(F)F)O (trifluoroacetaldehyde methyl hemiacetal). The solvent is C1=CC=CC=C1 (benzene). The product is [Si](C)(C)(C(C)(C)C)OC[C@H](CC(C)(F)F)/N=C/C(F)(F)F ((2S)-1-((tert-butyl(dimethyl)silyl)oxy)-4,4-difluoro-N-((1E)-2,2,2-trifluoroethylidene)pentan-2-amine). RXN SMILES: [Si:1]([O:8][CH2:9][C@@H:10]([NH2:16])[CH2:11][C:12]([F:15])([F:14])[CH3:13])([C:4]([CH3:7])([CH3:6])[CH3:5])([CH3:3])[CH3:2].CO[CH:19](O)[C:20]([F:23])([F:22])[F:21]>C1C=CC=CC=1>[Si:1]([O:8][CH2:9][C@@H:10](/[N:16]=[CH:19]/[C:20]([F:23])([F:22])[F:21])[CH2:11][C:12]([F:15])([F:14])[CH3:13])([C:4]([CH3:7])([CH3:6])[CH3:5])([CH3:3])[CH3:2]. Procedure: A solution of (2S)-1-((tert-butyl(dimethyl)silyl)oxy)-4,4-difluoropentan-2-amine, from Step 5, and trifluoroacetaldehyde methyl hemiacetal (80%, 0.9 mL) in benzene (20 mL) was refluxed over night with a Dean-Stark apparatus. The solvent was evaporated under vacuum and the residue purified by silica gel chromatography using ethyl acetate and hexanes to afford (2S)-1-((tert-butyl(dimethyl)silyl)oxy)-4,4-difluoro-N-((1E)-2,2,2-trifluoroethylidene)pentan-2-amine. Reactants: COCOC(C)C(=O)Cn1c(-c2cccc(C)c2)cc(C(F)(F)F)c(C#N)c1=O, CO, Cl. Yields the product Cc1cccc(-c2cc(C(F)(F)F)c(C#N)c(=O)n2CC(=O)C(C)O)c1. As a reaction SMILES: [CH3:1][O:2][CH2:3][O:4][CH:5]([C:6]([CH2:7][n:8]1[c:9](=[O:27])[c:10]([C:25]#[N:26])[c:11]([C:21]([F:22])([F:23])[F:24])[cH:12][c:13]1-[c:14]1[cH:15][c:16]([CH3:20])[cH:17][cH:18][cH:19]1)=[O:28])[CH3:29].[CH3:31][OH:32].[ClH:30]>>[OH:4][CH:5]([C:6]([CH2:7][n:8]1[c:9](=[O:27])[c:10]([C:25]#[N:26])[c:11]([C:21]([F:22])([F:23])[F:24])[cH:12][c:13]1-[c:14]1[cH:15][c:16]([CH3:20])[cH:17][cH:18][cH:19]1)=[O:28])[CH3:29]. The reactants are COC(=O)C=Cc1ccc2sc(C#N)cc2c1, C1CCOC1. The product is COC(=O)CCc1ccc2sc(C#N)cc2c1. RXN SMILES: [C:1](#[N:2])[c:3]1[cH:4][c:5]2[c:6]([s:7]1)[cH:8][cH:9][c:10]([CH:12]=[CH:13][C:14](=[O:15])[O:16][CH3:17])[cH:11]2.[CH2:18]1[O:19][CH2:20][CH2:21][CH2:22]1>>[C:1](#[N:2])[c:3]1[cH:4][c:5]2[c:6]([s:7]1)[cH:8][cH:9][c:10]([CH2:12][CH2:13][C:14](=[O:15])[O:16][CH3:17])[cH:11]2. Starting materials: C1=CC(=CC=C1C2=COC=3C=C(C=CC3C2=O)O[C@H]4[C@@H]([C@H]([C@@H]([C@H](O4)CO)O)O)O)O.C(CC(=O)[O-])(=O)[O-] (daidzin malonate), CS(=O)C (dimethyl sulfoxide). The product is C1=CC(=CC=C1C2=COC3=CC(=CC(=C3C2=O)O)O[C@H]4[C@@H]([C@H]([C@@H]([C@H](O4)COC(=O)CC(=O)O)O)O)O)O (Genistin Malonate). Reaction SMILES: [CH:1]1[C:6]([C:7]2[C:16](=[O:17])[C:15]3[CH:14]=[CH:13][C:12]([O:18][C@@H:19]4[O:24][C@H:23]([CH2:25][OH:26])[C@@H:22]([OH:27])[C@H:21]([OH:28])[C@H:20]4[OH:29])=[CH:11][C:10]=3[O:9][CH:8]=2)=[CH:5][CH:4]=[C:3]([OH:30])[CH:2]=1.[C:31]([O-])(=[O:36])[CH2:32][C:33]([O-:35])=[O:34].CS(C)=[O:40]>>[CH:5]1[C:6]([C:7]2[C:16](=[O:17])[C:15]3[C:10](=[CH:11][C:12]([O:18][C@@H:19]4[O:24][C@H:23]([CH2:25][O:26][C:31]([CH2:32][C:33]([OH:35])=[O:34])=[O:36])[C@@H:22]([OH:27])[C@H:21]([OH:28])[C@H:20]4[OH:29])=[CH:13][C:14]=3[OH:40])[O:9][CH:8]=2)=[CH:1][CH:2]=[C:3]([OH:30])[CH:4]=1 |f:0.1|. Procedure: The 13C nuclear magnetic resonance spectrum (NMR) of daidzin malonate in dimethyl sulfoxide (DMSO-d6) at 20° C. shows the following characteristic signals: